This data is from the Open Reaction Database (ORD), a public repository of structured organic reaction records. The task is: describe an organic reaction: reactants, conditions, products, and yield The reactants are C[Mg]Br (methyl magnesium bromide), solution, ClC1=C(C#N)C(=CC=C1)F (2-chloro-6-fluorobenzonitrile), C(C)OCC (diethyl ether). Reaction conditions: temperature 35 celsius, time 8 hour. Product: CC(=O)C1=C(C=CC=C1Cl)F (2-chloro-6-fluoroacetophenone). As a reaction SMILES: [Cl:1][C:2]1[CH:9]=[CH:8][CH:7]=[C:6]([F:10])C=1C#N.[CH3:11][Mg]Br.C([O:16][CH2:17][CH3:18])C>>[CH3:11][C:17]([C:18]1[C:2]([Cl:1])=[CH:9][CH:8]=[CH:7][C:6]=1[F:10])=[O:16]. Reported procedure: 2-chloro-6-fluorobenzonitrile (42.3 g, 0.27 mol) is dissolved in anhydrous diethyl ether (170 ml) and methyl magnesium bromide (291 ml of a 2.8 M solution, 0.82 mol) is added. The whole is warmed to reflux (35° C.) overnight (16 hrs.). Then the reaction mixture is quenched in ice-water (380 ml) followed by the addition of concentrated H2SO4 (95 ml). The resultant mixture is heated to 100° C. for 3 hours and stirred overnight at room temperature. Pure product is then extracted from the mixture us... Starting materials: O=Cc1ccc(Br)s1, CCCC[Sn](Cl)(Cl)CCCC, C1CCOC1, C1CCNCC1, [SiH3]c1ccccc1. The product is Brc1ccc(CN2CCCCC2)s1. As a reaction SMILES: [Br:1][c:2]1[cH:3][cH:4][c:5]([CH:7]=[O:8])[s:6]1.[CH2:15]([Sn:16]([Cl:17])([Cl:18])[CH2:19][CH2:20][CH2:21][CH3:22])[CH2:23][CH2:24][CH3:25].[CH2:33]1[O:34][CH2:35][CH2:36][CH2:37]1.[CH2:9]1[CH2:10][CH2:11][NH:12][CH2:13][CH2:14]1.[c:26]1([SiH3:27])[cH:28][cH:29][cH:30][cH:31][cH:32]1>>[Br:1][c:2]1[cH:3][cH:4][c:5]([CH2:7][N:12]2[CH2:11][CH2:10][CH2:9][CH2:14][CH2:13]2)[s:6]1. Reactants: O=CC=1C=CC=C(OC)C1. The reagents and catalysts are O1B(OC(C)(C)C1(C)C)B2OC(C)(C)C(O2)(C)C, N1=CC=CC2=CC=CC(N)=C12, NC(C)(C)C, O1BOC(C)(C)C1(C)C, C[OH2+].C[OH2+].C1CC=CCCC=C1.C1CC=CCCC=C1.[Ir].[Ir]. The solvent is O1CCCC1. Conditions: temperature 90 celsius, time 12 hour. Yields the product O=CC1=CC(OC)=CC=C1B2OC(C)(C)C(O2)(C)C. The yield is 88.0%. Starting materials: N1=C(C=NC=C1)C1SCCC1 (2-pyrazinyltetrahydrothiophen), C (charcoal), solution, C(CCC)[Li] (n-butyllithium), CN=C=S (methyl isothiocyanate). The solvent is C(CC)O (propanol), C(C)(C)OC(C)C (diisopropyl ether), O1CCCC1 (tetrahydrofuran), CN(C)P(=O)(N(C)C)N(C)C (hexamethylphosphorotriamide), O1CCCC1 (tetrahydrofuran), CN(C)P(=O)(N(C)C)N(C)C (hexamethylphosphorotriamide), CCCCCC (hexane), C(C)(=O)OCC (ethyl acetate), O1CCCC1 (tetrahydrofuran), CN(C)P(=O)(N(C)C)N(C)C (hexamethylphosphorotriamide). Conditions: temperature 5 celsius, time 15 minute. Product: CNC(=S)C1(SCCC1)C1=NC=CN=C1 (N-Methyl-2-pyrazinyltetrahydrothiophen-2-carbothioamide). Yield: 17.5%. As a reaction SMILES: C([Li])CCC.[N:6]1[CH:11]=[CH:10][N:9]=[CH:8][C:7]=1[CH:12]1[CH2:16][CH2:15][CH2:14][S:13]1.[CH3:17][N:18]=[C:19]=[S:20].C>CCCCCC.C(O)CC.C(OC(C)C)(C)C.C(OCC)(=O)C.O1CCCC1.CN(P(N(C)C)(N(C)C)=O)C>[CH3:17][NH:18][C:19]([C:12]1([C:7]2[CH:8]=[N:9][CH:10]=[CH:11][N:6]=2)[CH2:16][CH2:15][CH2:14][S:13]1)=[S:20]. Procedure: A mixture of anhydrous hexamethylphosphorotriamide and anhydrous tetrahydrofuran (47/53 by volume; 70 cc) is added dropwise and in the course of 15 minutes to a 1.6 M solution of n-butyllithium in hexane (119 cc), kept under a nitrogen atmosphere and at a temperature of about -60° C. A solution of 2-pyrazinyltetrahydrothiophen (19.5 g) in a mixture of anhydrous hexamethylphosphorotriamide and anhydrous tetrahydrofuran (47/53 by volume; 70 cc) is then added in the course of 15 minutes. After stir... Reactants: CSC(=NC#N)SC, CCO, Nc1ccc(C(Cc2ccncc2)c2ccc(OC(F)F)c(OC(F)F)c2)cc1. Product: CSC(=NC#N)Nc1ccc(C(Cc2ccncc2)c2ccc(OC(F)F)c(OC(F)F)c2)cc1. Reaction SMILES: [CH3:30][S:31][C:32]([S:33][CH3:34])=[N:35][C:36]#[N:37].[CH3:38][CH2:39][OH:40].[F:1][CH:2]([O:3][c:4]1[cH:5][c:6]([CH:14]([CH2:15][c:16]2[cH:17][cH:18][n:19][cH:20][cH:21]2)[c:22]2[cH:23][cH:24][c:25]([NH2:26])[cH:27][cH:28]2)[cH:7][cH:8][c:9]1[O:10][CH:11]([F:12])[F:13])[F:29]>>[F:1][CH:2]([O:3][c:4]1[cH:5][c:6]([CH:14]([CH2:15][c:16]2[cH:17][cH:18][n:19][cH:20][cH:21]2)[c:22]2[cH:23][cH:24][c:25]([NH:26][C:32]([S:31][CH3:30])=[N:35][C:36]#[N:37])[cH:27][cH:28]2)[cH:7][cH:8][c:9]1[O:10][CH:11]([F:12])[F:13])[F:29]. Starting materials: CCOC(=O)N1CCN(C(=O)C(CCC(=O)O)NC(=O)c2cc(OC3(C(=O)OCC)CCC3)n(-c3ccccc3)n2)CC1, Cc1ccccc1. Yields the product CCOC(=O)N1CCN(C(=O)C(CCC(=O)OC)NC(=O)c2cc(OC3(C(=O)OCC)CCC3)n(-c3ccccc3)n2)CC1. As a reaction SMILES: [CH2:1]([CH3:2])[O:3][C:4](=[O:5])[N:6]1[CH2:7][CH2:8][N:9]([C:12]([CH:13]([CH2:14][CH2:15][C:16](=[O:17])[OH:18])[NH:19][C:20](=[O:21])[c:22]2[n:23][n:24](-[c:37]3[cH:38][cH:39][cH:40][cH:41][cH:42]3)[c:25]([O:27][C:28]3([C:32](=[O:33])[O:34][CH2:35][CH3:36])[CH2:29][CH2:30][CH2:31]3)[cH:26]2)=[O:43])[CH2:10][CH2:11]1.[CH3:44][c:45]1[cH:46][cH:47][cH:48][cH:49][cH:50]1>>[CH2:1]([CH3:2])[O:3][C:4](=[O:5])[N:6]1[CH2:7][CH2:8][N:9]([C:12]([CH:13]([CH2:14][CH2:15][C:16](=[O:17])[O:18][CH3:44])[NH:19][C:20](=[O:21])[c:22]2[n:23][n:24](-[c:37]3[cH:38][cH:39][cH:40][cH:41][cH:42]3)[c:25]([O:27][C:28]3([C:32](=[O:33])[O:34][CH2:35][CH3:36])[CH2:29][CH2:30][CH2:31]3)[cH:26]2)=[O:43])[CH2:10][CH2:11]1.